From a dataset of the Open Reaction Database (ORD), a public repository of structured organic reaction records. describe an organic reaction: reactants, conditions, products, and yield The reactants are OC1=CC2=C(N=C(S2)C)C=C1 (6-hydroxy-2-methyl-benzothiazole), C1N2CN3CN1CN(C2)C3 (hexamethylenetetramine), FC(C(=O)O)(F)F (trifluoroacetic acid). The product is OC1=C(C2=C(N=C(S2)C)C=C1)C=O (6-Hydroxy-2-methyl-benzothiazole-7-carboxaldehyde). RXN SMILES: [OH:1][C:2]1[CH:11]=[CH:10][C:5]2[N:6]=[C:7]([CH3:9])[S:8][C:4]=2[CH:3]=1.C1N2CN3CN(C2)CN1C3.FC(F)(F)[C:24](O)=[O:25]>>[OH:1][C:2]1[CH:11]=[CH:10][C:5]2[N:6]=[C:7]([CH3:9])[S:8][C:4]=2[C:3]=1[CH:24]=[O:25]. Procedure: To a 3-necked flask equipped with a thermometer and an addition funnel were added 6-hydroxy-2-methyl-benzothiazole (1.0 gm, 6.05 mmol) and hexamethylenetetramine (3.4 gm, 24.3 mmol). After cooling in an ice-bath, trifluoroacetic acid (10 mL) was added dropwise with stirring while maintaining the temperature below 60° C. The reaction mixture was stirred overnight at 70°-75° C., cooled, and evaporated. The residue was taken up in ethyl acetate and neutralized with saturated NaHCO3 solution. The or... The reactants are O.ON1N=NC2=C1C=CC=C2 (1-hydroxybenzotriazole hydrate), COC=1C=C(C(=O)O)C=C(C1OC)OC (3,4,5-trimethoxybenzoic acid), CN(C=O)C (N,N-dimethylformamide), ClC1=CC=C(CNC(=O)C2=C(C=CC=C2)C2=C(C=CC=C2)C(=O)N(CCC2=C(C=CC(=C2)OC)OC)CCC(=O)O)C=C1 (3-(N-((2-(2-((4-chlorobenzylamino)carbonyl)phenyl)phenyl)carbonyl)-N-(2-(2,5-dimethoxyphenyl)ethyl)amino)propanoic acid), Cl.C(C)N=C=NCCCN(C)C (1-ethyl-3-[3-(dimethylamino)propyl]carbodiimide hydrochloride), Cl (hydrochloric acid). The solvent is C(C)(=O)OCC (ethyl acetate). Reaction conditions: time 4 hour. Product: COC(C1=C(C=CC=C1)C1=CC=C(C=C1)CN(CCCC1=CC=CC=C1)C(=O)C1=CC(=C(C(=C1)OC)OC)OC)=O (2-(4-(N-(3,4,5-trimethoxyphenylcarbonyl)-N-(3-phenylpropyl)aminomethyl)phenyl)benzoic acid methyl ester). Reaction SMILES: [CH3:1][O:2][C:3]1[CH:4]=[C:5]([CH:9]=[C:10]([O:14][CH3:15])[C:11]=1[O:12][CH3:13])[C:6]([OH:8])=O.ClC1C=CC(CNC([C:25]2[CH:30]=[CH:29][CH:28]=[CH:27][C:26]=2[C:31]2[CH:36]=[CH:35][CH:34]=[CH:33][C:32]=2[C:37](N(CCC(O)=O)CCC2C=C(OC)C=CC=2OC)=[O:38])=O)=CC=1.Cl.C(N=C=N[CH2:65][CH2:66][CH2:67][N:68]([CH3:70])C)C.O.ON1[C:77]2[CH:78]=[CH:79][CH:80]=[CH:81][C:76]=2N=N1.Cl.CN(C)[CH:85]=[O:86]>C(OCC)(=O)C>[CH3:85][O:86][C:37](=[O:38])[C:32]1[CH:33]=[CH:34][CH:35]=[CH:36][C:31]=1[C:26]1[CH:25]=[CH:30][C:29]([CH2:70][N:68]([C:6]([C:5]2[CH:9]=[C:10]([O:14][CH3:15])[C:11]([O:12][CH3:13])=[C:3]([O:2][CH3:1])[CH:4]=2)=[O:8])[CH2:67][CH2:66][CH2:65][C:76]2[CH:81]=[CH:80][CH:79]=[CH:78][CH:77]=2)=[CH:28][CH:27]=1 |f:2.3,4.5|. Procedure details: To a solution of 3,4,5-trimethoxybenzoic acid (368 mg) in N,N-dimethylformamide (10 ml) were added the compound prepared in reference example 8 (416 mg) and 1-ethyl-3-[3-(dimethylamino)propyl]carbodiimide hydrochloride (461 mg) and 1-hydroxybenzotriazole hydrate (260 mg). The reaction mixture was stirred for 4 hours at room temperature. To the reaction mixture were added 1N hydrochloric acid and ethyl acetate and extracted. The extract was washed with a saturated aqueous solution of sodium bicar...